This data is from the Open Reaction Database (ORD), a public repository of structured organic reaction records. The task is: describe an organic reaction: reactants, conditions, products, and yield The reactants are BrC=1C=C(C=C(C1)CBr)C1=CC=C(C=C1)F (3-Bromo-5-(bromomethyl)-4′-fluorobiphenyl), OCC1(CCN(CC1)C(=O)OC(C)(C)C)C1=CC=CC=C1 (tert-butyl 4-(hydroxymethyl)-4-phenylpiperidine-1-carboxylate), [H-].[Na+] (sodium hydride). Run in CN(C=O)C (dimethylformamide), O (water). Reaction conditions: temperature 0 celsius, time 1 hour. Yields the product BrC=1C=C(C=C(C1)C1=CC=C(C=C1)F)COCC1(CCN(CC1)C(=O)OC(C)(C)C)C1=CC=CC=C1 (tert-Butyl 4-(((5-bromo-4′-fluorobiphenyl-3-yl)methoxy)methyl)-4-phenylpiperidine-1-carboxylate). Reaction SMILES: [Br:1][C:2]1[CH:3]=[C:4]([C:10]2[CH:15]=[CH:14][C:13]([F:16])=[CH:12][CH:11]=2)[CH:5]=[C:6]([CH2:8]Br)[CH:7]=1.[OH:17][CH2:18][C:19]1([C:32]2[CH:37]=[CH:36][CH:35]=[CH:34][CH:33]=2)[CH2:24][CH2:23][N:22]([C:25]([O:27][C:28]([CH3:31])([CH3:30])[CH3:29])=[O:26])[CH2:21][CH2:20]1.[H-].[Na+]>CN(C)C=O.O>[Br:1][C:2]1[CH:7]=[C:6]([CH2:8][O:17][CH2:18][C:19]2([C:32]3[CH:33]=[CH:34][CH:35]=[CH:36][CH:37]=3)[CH2:24][CH2:23][N:22]([C:25]([O:27][C:28]([CH3:30])([CH3:31])[CH3:29])=[O:26])[CH2:21][CH2:20]2)[CH:5]=[C:4]([C:10]2[CH:15]=[CH:14][C:13]([F:16])=[CH:12][CH:11]=2)[CH:3]=1 |f:2.3|. Procedure details: 3-Bromo-5-(bromomethyl)-4′-fluorobiphenyl (398 mg, 1.16 mmol) and tert-butyl 4-(hydroxymethyl)-4-phenylpiperidine-1-carboxylate (280 mg, 0.96 mmol) were combined in dimethylformamide (5 mL) and cooled to 0° C. The reaction was treated with sodium hydride (46 mg, 1.92 mmol), stirred at 0° C. for 1 h, and at room temperature for 30 min. The reaction mixture was diluted with water and extracted with ethyl acetate (2×). The organic layers were pooled together, washed with brine (2×), dried over sodi... Reactants: O=C(CCC(=O)N(C1CC1)C1c2cc(F)ccc2N(C(=O)c2ccc(OC(F)(F)F)cc2)C2CCCC21)OC1OC(C(=O)OCc2ccccc2)C(O)C(O)C1O, C1=CCCC=C1, CC(C)O, COC1CCCC1. The product is O=C(CCC(=O)N(C1CC1)C1c2cc(F)ccc2N(C(=O)c2ccc(OC(F)(F)F)cc2)C2CCCC21)OC1OC(C(=O)O)C(O)C(O)C1O. RXN SMILES: [CH:1]1([N:4]([C:5]([CH2:6][CH2:7][C:8](=[O:9])[O:10][CH:11]2[CH:12]([OH:29])[CH:13]([OH:28])[CH:14]([OH:27])[CH:15]([C:17](=[O:18])[O:19][CH2:20][c:21]3[cH:22][cH:23][cH:24][cH:25][cH:26]3)[O:16]2)=[O:30])[CH:31]2[CH:32]3[CH:33]([N:34]([C:42]([c:43]4[cH:44][cH:45][c:46]([O:49][C:50]([F:51])([F:52])[F:53])[cH:47][cH:48]4)=[O:54])[c:35]4[cH:36][cH:37][c:38]([F:41])[cH:39][c:40]42)[CH2:55][CH2:56][CH2:57]3)[CH2:2][CH2:3]1.[CH:58]1=[CH:63][CH:62]=[CH:61][CH2:60][CH2:59]1.[CH:64]([OH:65])([CH3:66])[CH3:67].[CH:68]1([O:69][CH3:70])[CH2:71][CH2:72][CH2:73][CH2:74]1>>[CH:1]1([N:4]([C:5]([CH2:6][CH2:7][C:8](=[O:9])[O:10][CH:11]2[CH:12]([OH:29])[CH:13]([OH:28])[CH:14]([OH:27])[CH:15]([C:17](=[O:18])[OH:19])[O:16]2)=[O:30])[CH:31]2[CH:32]3[CH:33]([N:34]([C:42]([c:43]4[cH:44][cH:45][c:46]([O:49][C:50]([F:51])([F:52])[F:53])[cH:47][cH:48]4)=[O:54])[c:35]4[cH:36][cH:37][c:38]([F:41])[cH:39][c:40]42)[CH2:55][CH2:56][CH2:57]3)[CH2:2][CH2:3]1. Starting materials: [O-]CC.[Na+] (sodium ethoxide), C(=O)C1=C(C=CC=C1)SCCCC(=O)OCC (Ethyl 4-(2-formylphenylthio)butyrate), Cl (hydrochloric acid). Run in C(C)O (ethanol), C(OCC)(OCC)=O (diethyl carbonate). Conditions: time 2 hour. The product is S1CCC(=CC2=C1C=CC=C2)C(=O)OCC (ethyl 2,3-dihydro-1-benzothiepine-4-carboxylate). The yield is 70.6%. As a reaction SMILES: [CH:1]([C:3]1[CH:8]=[CH:7][CH:6]=[CH:5][C:4]=1[S:9][CH2:10][CH2:11][CH2:12][C:13]([O:15][CH2:16][CH3:17])=[O:14])=O.[O-]CC.[Na+].Cl>C(=O)(OCC)OCC.C(O)C>[S:9]1[C:4]2[CH:5]=[CH:6][CH:7]=[CH:8][C:3]=2[CH:1]=[C:12]([C:13]([O:15][CH2:16][CH3:17])=[O:14])[CH2:11][CH2:10]1 |f:1.2|. Procedure details: Ethyl 4-(2-formylphenylthio)butyrate (537 mg) was dissolved in 11 ml of diethyl carbonate and a 20% sodium ethoxide solution (1 ml) in ethanol was dropped at room temperature. Stirring was conducted at room temperature for 2 hours. During cooling in ice, 4 ml of a 1N hydrochloric acid was added. Extraction with 10 ml of ethyl acetate was conducted. The organic layer was washed with 20 ml of water three times. After drying with anhydrous sodium sulfate, the mixture was concentrated. The concentra... Starting materials: BrC1=CC=C(C(=C1)NCC1=CC(=CC=C1)F)N (5-bromo-N1-(3-fluorobenzyl)benzene-1,2-diamine), C(=O)O (formic acid). Run in C(C)(=O)OCC (ethyl acetate). Yields the product BrC=1C=CC2=C(N(C=N2)CC2=CC(=CC=C2)F)C1 (6-bromo-1-(3-fluorobenzyl)-1H-benzo[d]imidazole). RXN SMILES: [Br:1][C:2]1[CH:7]=[C:6]([NH:8][CH2:9][C:10]2[CH:15]=[CH:14][CH:13]=[C:12]([F:16])[CH:11]=2)[C:5]([NH2:17])=[CH:4][CH:3]=1.[CH:18](O)=O>C(OCC)(=O)C>[Br:1][C:2]1[CH:3]=[CH:4][C:5]2[N:17]=[CH:18][N:8]([CH2:9][C:10]3[CH:15]=[CH:14][CH:13]=[C:12]([F:16])[CH:11]=3)[C:6]=2[CH:7]=1. Reported procedure: A mixture of Example 2B (299 mg, 1.013 mmol) in formic acid (500 μL, 13.25 mmol) was stirred at 90° C. for 1 hour. The cooled mixture was diluted with ethyl acetate, washed with water and brine, dried over magnesium sulfate, filtered and concentrated. Purification by silica gel flash chromatography (Isco®, Redi-Sep® column) eluting with 80% ethyl acetate/hexane afforded the title compound. MS (ESI) m/e 306 (M+H)+.